Dataset: the Open Reaction Database (ORD), a public repository of structured organic reaction records. Task: describe an organic reaction: reactants, conditions, products, and yield As a reaction SMILES: [Na].[C:2]([C:4]1[C:5](=[O:19])[NH:6][C:7](=[O:18])[N:8]([C:10]2[C:15]([CH3:16])=[CH:14][CH:13]=[CH:12][C:11]=2[CH3:17])[CH:9]=1)#[N:3].[Br:20][C:21]([Cl:27])([S:25]Cl)[CH:22]([Br:24])[Cl:23].[Cl:28][C:29]([Cl:36])([S:34]Cl)[C:30]([Cl:33])([Cl:32])[Cl:31]>>[C:2]([C:4]1[C:5](=[O:19])[N:6]([S:25][C:21]([Br:20])([Cl:27])[CH:22]([Br:24])[Cl:23])[C:7](=[O:18])[N:8]([C:10]2[C:15]([CH3:16])=[CH:14][CH:13]=[CH:12][C:11]=2[CH3:17])[CH:9]=1)#[N:3].[C:2]([C:4]1[C:5](=[O:19])[N:6]([S:34][C:29]([Cl:36])([Cl:28])[C:30]([Cl:33])([Cl:32])[Cl:31])[C:7](=[O:18])[N:8]([C:10]2[C:15]([CH3:16])=[CH:14][CH:13]=[CH:12][C:11]=2[CH3:17])[CH:9]=1)#[N:3] |^1:0|. Yields the product C(#N)C=1C(N(C(N(C1)C1=C(C=CC=C1C)C)=O)SC(C(Cl)Br)(Cl)Br)=O (5-cyano-1-(2,6-dimethylphenyl)-3-(1,2-dibromo-1,2-dichloroethanesulphenyl)uracil), C(#N)C=1C(N(C(N(C1)C1=C(C=CC=C1C)C)=O)SC(C(Cl)(Cl)Cl)(Cl)Cl)=O (5-cyano-1-(2,6-dimethylphenyl)-3-pentachloroethanesulphenyluracil). Procedure: The sodium salt of 5-cyano-1-(2,6-dimethylphenyl)uracil is reacted with each of 1,2-dibromo-1,2-dichloroethanesulphenyl chloride and pentachloroethanesulphenyl chloride to yield 5-cyano-1-(2,6-dimethylphenyl)-3-(1,2-dibromo-1,2-dichloroethanesulphenyl)uracil and 5-cyano-1-(2,6-dimethylphenyl)-3-pentachloroethanesulphenyluracil. The reactants are [Na] (sodium), C(#N)C=1C(NC(N(C1)C1=C(C=CC=C1C)C)=O)=O (5-cyano-1-(2,6-dimethylphenyl)uracil), BrC(C(Cl)Br)(SCl)Cl (1,2-dibromo-1,2-dichloroethanesulphenyl chloride), ClC(C(Cl)(Cl)Cl)(SCl)Cl (pentachloroethanesulphenyl chloride). Reactants: BrCC(=O)C1=C(C=C(C=C1C)C1=CC=CC=C1)C (2-bromo-1-(3,5-dimethyl-(1,1′-biphenyl)-4-yl)ethanone), NC(=S)N (thiourea). Run in CCO (EtOH). Yields the product CC=1C=C(C=C(C1C=1N=C(SC1)N)C)C1=CC=CC=C1 (4-(3,5-dimethyl-(1,1′-biphenyl)-4-yl)thiazol-2-amine). The yield is 27.9%. RXN SMILES: Br[CH2:2][C:3]([C:5]1[C:10]([CH3:11])=[CH:9][C:8]([C:12]2[CH:17]=[CH:16][CH:15]=[CH:14][CH:13]=2)=[CH:7][C:6]=1[CH3:18])=O.[NH2:19][C:20]([NH2:22])=[S:21]>CCO>[CH3:18][C:6]1[CH:7]=[C:8]([C:12]2[CH:17]=[CH:16][CH:15]=[CH:14][CH:13]=2)[CH:9]=[C:10]([CH3:11])[C:5]=1[C:3]1[N:19]=[C:20]([NH2:22])[S:21][CH:2]=1. Procedure details: A mixture of 2-bromo-1-(3,5-dimethyl-(1,1′-biphenyl)-4-yl)ethanone (2.56 g, 8.44 mmol) and thiourea (0.64 g, 8.44 mmol) in 95% EtOH (12.1 mL) was heated at reflux for 60 min. The solution was concentrated and added with water (50 mL) and saturated aqueous Na2CO3 (1.0 mL). The resultant precipitate was filtered and recrystallized in toluene (10 mL). The solids were filtered and dried under vacuum to give 4-(3,5-dimethyl-(1,1′-biphenyl)-4-yl)thiazol-2-amine (0.66 g) as yellow solids in 28% yield: ... The solvent is C(Cl)(Cl)Cl (chloroform), C(Cl)(Cl)Cl (chloroform). The reactants are C(C)(C)C1CCC(CC1)N=C=O (4-isopropylcyclohexylisocyanate), COC1=C(N)C(=CC(=C1)OC)OC (2,4,6-trimethoxyaniline), N1=CC=CC=C1 (pyridine). Reported procedure: To a solution of 1.6 g of 4-isopropylcyclohexylisocyanate in chloroform is added a solution of 1.8 g of 2,4,6-trimethoxyaniline in chloroform dropwise in the presence of pyridine. The mixture is stirred at room temperature until starting compounds disappear on TLC. The resultant mixture is concentrated and the residue is dissolved in ethyl acetate. The solution is washed with diluted hydrochloric acid, aqueous sodium hydrogencarbonate solution and brine. The organic layer is dried over magnesium... Reaction SMILES: [CH:1]([CH:4]1[CH2:9][CH2:8][CH:7]([N:10]=[C:11]=[O:12])[CH2:6][CH2:5]1)([CH3:3])[CH3:2].[CH3:13][O:14][C:15]1[CH:21]=[C:20]([O:22][CH3:23])[CH:19]=[C:18]([O:24][CH3:25])[C:16]=1[NH2:17].N1C=CC=CC=1>C(Cl)(Cl)Cl>[CH3:25][O:24][C:18]1[CH:19]=[C:20]([O:22][CH3:23])[CH:21]=[C:15]([O:14][CH3:13])[C:16]=1[NH:17][C:11]([NH:10][CH:7]1[CH2:8][CH2:9][CH:4]([CH:1]([CH3:3])[CH3:2])[CH2:5][CH2:6]1)=[O:12]. The product is COC1=C(C(=CC(=C1)OC)OC)NC(=O)NC1CCC(CC1)C(C)C (N-(2,4,6-trimethoxyphenyl)-N'-(4-isopropylcyclohexyl)urea).